This data is from the Open Reaction Database (ORD), a public repository of structured organic reaction records. The task is: describe an organic reaction: reactants, conditions, products, and yield Starting materials: SC=1SC(=NN1)S (2,5-Dimercapto-1,3,4-thiadiazole), BrCCC#N (3-bromopropionitrile). Solvent: C(C)O (ethanol), [OH-].[Na+] (sodium hydroxide). The product is C(#N)CCSC=1SC(=NN1)S (2-(2-cyanoethylthio)-5-mercapto-1,3,4-thiadiazole). As a reaction SMILES: [SH:1][C:2]1[S:3][C:4]([SH:7])=[N:5][N:6]=1.Br[CH2:9][CH2:10][C:11]#[N:12]>C(O)C.[OH-].[Na+]>[C:11]([CH2:10][CH2:9][S:1][C:2]1[S:3][C:4]([SH:7])=[N:5][N:6]=1)#[N:12] |f:3.4|. Procedure: 2,5-Dimercapto-1,3,4-thiadiazole (7.50 g) was dissolved in a mixture of 50 ml of ethanol and 50 ml of 1N-sodium hydroxide solution to which 4.15 ml of 3-bromopropionitrile was added under stirring. After stirring for 48 hours at room temperature, the mixture was concentrated under reduced pressure. The concentrate was extracted with ethyl acetate. The extract was dried over sodium sulfate and distilled off to remove the solvent. The residue was washed with ethyl ether to give 7.74 g of 2-(2-cyan... Reactants: C1C=CC2=CC=CC=C12 (indene), C[Si](Cl)(Cl)C (dimethyldichlorosilane), C1(=CC=CC=C1)C (toluene), C1CCOC1 (THF). Solvent: CCCCCC (hexane), O (water). The product is C[Si](C1C=CC2=CC=CC=C12)(C1C=CC2=CC=CC=C12)C (Dimethylbisindenylsilane). Yield: 97.0%. Reaction SMILES: [CH2:1]1[C:9]2[C:4](=[CH:5][CH:6]=[CH:7][CH:8]=2)[CH:3]=[CH:2]1.[C:10]1([CH3:16])[CH:15]=[CH:14][CH:13]=[CH:12][CH:11]=1.[CH2:17]1[CH2:21]OCC1.[CH3:22][Si:23]([CH3:26])(Cl)Cl>CCCCCC.O>[CH3:22][Si:23]([CH3:26])([CH:21]1[C:15]2[C:10](=[CH:11][CH:12]=[CH:13][CH:14]=2)[CH:16]=[CH:17]1)[CH:1]1[C:9]2[C:4](=[CH:5][CH:6]=[CH:7][CH:8]=2)[CH:3]=[CH:2]1. Procedure: Technical-grade indene (90%) was first filtered through aluminum oxide (superactive) for crude purification and drying. 160 ml (400 mmol) of a 2.5M butylithium solution in hexane were added at room temperature to a solution of 57 ml (446 mmol) of the indene (91-92%) in a solvent mixture comprising 430 ml of toluene and 32 ml of THF, and the mixture was refluxed for 1 hour. The mixture was cooled to room temperature, and 24.2 ml (200 mmol) of dimethyldichlorosilane were added to the orange suspen... Starting materials: C[O-].[Na+] (Sodium methoxide), Cl (HCl), C(C)(=O)C1=CC=CC=C1 (Acetophenone), COC(=O)C1CC1 (MCPC). The solvent is CS(=O)C (DMSO), CCCCCCC (Heptane). Conditions: temperature 40 celsius, time 15 minute. The product is C1(=CC=CC=C1)C(CC(=O)C1CC1)=O (1-Phenyl-3-cyclopropyl-1,3-propanedione). The yield is 86.0%. RXN SMILES: [C:1]([C:4]1[CH:9]=[CH:8][CH:7]=[CH:6][CH:5]=1)(=[O:3])[CH3:2].C[O:11][C:12]([CH:14]1[CH2:16][CH2:15]1)=O.C[O-].[Na+].Cl>CS(C)=O.CCCCCCC>[C:4]1([C:1](=[O:3])[CH2:2][C:12]([CH:14]2[CH2:16][CH2:15]2)=[O:11])[CH:9]=[CH:8][CH:7]=[CH:6][CH:5]=1 |f:2.3|. Procedure: Acetophenone (10.1 g; 0.084 mol) and MCPC (25.2 g; 0.25 mol; 3 equiv) were dissolved in DMSO (46.1 g). Sodium methoxide (9.1 g; 0.168 mol; 2.0 equiv) was added slowly while maintaining the temperature below 30° C. The reaction mixture was then heated to 40° C. for 5 h. Heptane (100 mL) was added followed by sufficient 20% aqueous HCl such that the pH was less than 5. The mixture was stirred for 15 min and then allowed to settle. The lower aqueous layer was decanted and discarded. The upper organ... Product: C(C)C(CC)(C(NC)=O)NC(=O)C1=NC(=C(C=C1)C(F)(F)F)OCC1CC1 (6-Cyclopropylmethoxy-5-trifluoromethyl-pyridine-2-carboxylic acid (1-ethyl-1-methylcarbamoyl-propyl)-amide). Reaction SMILES: [CH:1]1([CH2:4][O:5][C:6]2[N:11]=[C:10]([C:12]([NH:14][C:15]([CH2:21][CH3:22])([CH2:19][CH3:20])[C:16]([OH:18])=O)=[O:13])[CH:9]=[CH:8][C:7]=2[C:23]([F:26])([F:25])[F:24])[CH2:3][CH2:2]1.Cl.[CH3:28][NH2:29]>>[CH2:21]([C:15]([NH:14][C:12]([C:10]1[CH:9]=[CH:8][C:7]([C:23]([F:24])([F:26])[F:25])=[C:6]([O:5][CH2:4][CH:1]2[CH2:2][CH2:3]2)[N:11]=1)=[O:13])([C:16](=[O:18])[NH:29][CH3:28])[CH2:19][CH3:20])[CH3:22] |f:1.2|. The reactants are C1(CC1)COC1=C(C=CC(=N1)C(=O)NC(C(=O)O)(CC)CC)C(F)(F)F (2-(6-(cyclopropylmethoxy)-5-(trifluoromethyl)picolinamido)-2-ethylbutanoic acid), Cl.CN (methanamine hydrochloride). Procedure details: The title compound was synthesized in analogy to Example 1, using 2-(6-(cyclopropylmethoxy)-5-(trifluoromethyl)picolinamido)-2-ethylbutanoic acid and methanamine hydrochloride as starting materials. MS (EI): m/e=388.0 [M+H]+. Reactants: BrC=1C=CC(=NC1)N (5-bromo-2-aminopyridine), BrC=1C=CC(=NC1)N=C=S (5-bromo-2-pyridylisothiocyanate), [N-]=C=S (isothiocyanate), C([O-])([O-])=O.[Ca+2] (calcium carbonate), C(=S)(Cl)Cl (thiophosgene). The solvent is C(C)#N (acetonitrile). Reaction conditions: time 8 hour. Yields the product BrC=1C=CC=2N(C(N(C(N2)=S)C2=NC=C(C=C2)Br)=S)C1 (7-bromo-3-(5-bromo-2-pyridyl) pyrido(1,2-a) 1,3,5-triazine 2,4-dithione). RXN SMILES: [Br:1][C:2]1[CH:3]=[CH:4][C:5]([NH2:8])=[N:6][CH:7]=1.C(=O)([O-])[O-].[Ca+2].[C:14](Cl)(Cl)=[S:15].[Br:18][C:19]1[CH:20]=[CH:21][C:22]([N:25]=[C:26]=[S:27])=[N:23][CH:24]=1.[N-]=C=S>C(#N)C>[Br:1][C:2]1[CH:3]=[CH:4][C:5]2[N:6]([CH:7]=1)[C:14](=[S:15])[N:25]([C:22]1[CH:21]=[CH:20][C:19]([Br:18])=[CH:24][N:23]=1)[C:26](=[S:27])[N:8]=2 |f:1.2|. Procedure: Following the procedures of Examples 1 and 2, 25.4 g. of 5-bromo-2-aminopyridine, 31 g. of calcium carbonate and 18.1 g. of thiophosgene is converted to 5-bromo-2-pyridylisothiocyanate with a b.p. of 105° C. at 0.5 mm. of Hg. 5 G. of the above freshly distilled isothiocyanate is dissolved in 50 ml. of acetonitrile and allowed to stand overnight at room temperature. The reaction mixture is filtered and the solid material washed with acetonitrile affording 7-bromo-3-(5-bromo-2-pyridyl) pyrido(1,2-...